Dataset: the Open Reaction Database (ORD), a public repository of structured organic reaction records. Task: describe an organic reaction: reactants, conditions, products, and yield Reactants: CCC(CC)ONCC(O)C(Cc1ccccc1)NC(=O)OC(C)(C)C, COc1ccc(S(=O)(=O)Cl)cc1, CN(C)c1ccncc1, C1CCOC1. The product is CCC(CC)ON(CC(O)C(Cc1ccccc1)NC(=O)OC(C)(C)C)S(=O)(=O)c1ccc(OC)cc1. RXN SMILES: [CH2:1]([c:2]1[cH:3][cH:4][cH:5][cH:6][cH:7]1)[CH:8]([CH:9]([CH2:10][NH:11][O:12][CH:13]([CH2:14][CH3:15])[CH2:16][CH3:17])[OH:18])[NH:19][C:20]([O:21][C:22]([CH3:23])([CH3:24])[CH3:25])=[O:26].[CH3:27][O:28][c:29]1[cH:30][cH:31][c:32]([S:35](=[O:36])(=[O:37])[Cl:38])[cH:33][cH:34]1.[CH3:44][N:45]([CH3:46])[c:47]1[cH:48][cH:49][n:50][cH:51][cH:52]1.[O:39]1[CH2:40][CH2:41][CH2:42][CH2:43]1>>[CH2:1]([c:2]1[cH:3][cH:4][cH:5][cH:6][cH:7]1)[CH:8]([CH:9]([CH2:10][N:11]([O:12][CH:13]([CH2:14][CH3:15])[CH2:16][CH3:17])[S:35]([c:32]1[cH:31][cH:30][c:29]([O:28][CH3:27])[cH:34][cH:33]1)(=[O:36])=[O:37])[OH:18])[NH:19][C:20]([O:21][C:22]([CH3:23])([CH3:24])[CH3:25])=[O:26]. Procedure: 87.3 g of maleic anhydride and 1.46 g of dilauroyl peroxide were introduced into a 2 1 Juchheim pressurized reaction vessel, and the reaction apparatus was then flushed with nitrogen. When the apparatus was free from oxygen, 310 g of methyl vinyl ether which had been dried over solid sodium hydroxide and freshly distilled, were added. The reaction mixture was warmed to 55° C. with stirring and maintained at this temperature for 2 hours under pressure. After the mixture had cooled to 20° C., exce... Reactants: C1(\C=C/C(=O)O1)=O (maleic anhydride), C(CCCCCCCCCCC)(=O)OOC(CCCCCCCCCCC)=O (dilauroyl peroxide). Product: C1(\C=C/C(=O)O1)=O.C(=C)OC (Maleic anhydride methyl vinyl ether). Reaction conditions: temperature 55 celsius. Reaction SMILES: [C:1]1(=[O:7])[O:6][C:4](=[O:5])[CH:3]=[CH:2]1.C(OOC(=O)CCCCCCCCCCC)(=O)CCCCCCCCCCC>>[C:4]1(=[O:5])[O:6][C:1](=[O:7])[CH:2]=[CH:3]1.[CH:4]([O:6][CH3:1])=[CH2:3] |f:2.3|. Starting materials: C(O)([O-])=O.[Na+] (sodium hydrogencarbonate), BrC1=CC=CC=C1 (bromobenzene), C[C@@H]1NCCNC1 ((S)-2-methylpiperazine), C1=CC=C(C=C1)P(C2=CC=CC=C2)C3=C(C4=CC=CC=C4C=C3)C5=C(C=CC6=CC=CC=C65)P(C7=CC=CC=C7)C8=CC=CC=C8 ((S)-(−)-2,2′-bis(diphenylphosphino)-1,1′-binaphthyl), CC(C)([O-])C.[Na+] (sodium tert-butoxide). Reagents/catalysts: C=1C=CC(=CC1)/C=C/C(=O)/C=C/C2=CC=CC=C2.C=1C=CC(=CC1)/C=C/C(=O)/C=C/C2=CC=CC=C2.C=1C=CC(=CC1)/C=C/C(=O)/C=C/C2=CC=CC=C2.[Pd].[Pd] (tris-(dibenzylideneacetone)dipalladium(0)). Solvent: C1(=CC=CC=C1)C (toluene). Reaction conditions: temperature 100 celsius, time 4 hour. The product is C1(=CC=CC=C1)N1C[C@@H](NCC1)C ((S)-1-Phenyl-3-methylpiperazine). RXN SMILES: Br[C:2]1[CH:7]=[CH:6][CH:5]=[CH:4][CH:3]=1.[CH3:8][C@H:9]1[CH2:14][NH:13][CH2:12][CH2:11][NH:10]1.C1C=CC(P(C2C=CC3C(=CC=CC=3)C=2C2C3C(=CC=CC=3)C=CC=2P(C2C=CC=CC=2)C2C=CC=CC=2)C2C=CC=CC=2)=CC=1.CC(C)([O-])C.[Na+].C(=O)([O-])O.[Na+]>C1C=CC(/C=C/C(/C=C/C2C=CC=CC=2)=O)=CC=1.C1C=CC(/C=C/C(/C=C/C2C=CC=CC=2)=O)=CC=1.C1C=CC(/C=C/C(/C=C/C2C=CC=CC=2)=O)=CC=1.[Pd].[Pd].C1(C)C=CC=CC=1>[C:2]1([N:13]2[CH2:12][CH2:11][NH:10][C@@H:9]([CH3:8])[CH2:14]2)[CH:7]=[CH:6][CH:5]=[CH:4][CH:3]=1 |f:3.4,5.6,7.8.9.10.11|. Procedure details: A mixture of bromobenzene (300 mg), (S)-2-methylpiperazine (230 mg), (S)-(−)-2,2′-bis(diphenylphosphino)-1,1′-binaphthyl (BINAP) (48 mg), sodium tert-butoxide (266 mg), tris-(dibenzylideneacetone)dipalladium(0) (26 mg) and toluene (15 ml) was stirred at 100° C. for 4 hours under a nitrogen atmosphere. The mixture was cooled to room temperature and saturated aqueous sodium hydrogencarbonate solution was added thereto. The organic layer was separated, washed with brine and dried over magnesium sul... Starting materials: C1CCOC1, Fc1ccc(S)cc1, C1CN=C2NCCCN2C1, FC(F)(F)C1(c2ccc3c(cnn3-c3ccccc3)c2)CO1. The product is OC(CSc1ccc(F)cc1)(c1ccc2c(cnn2-c2ccccc2)c1)C(F)(F)F. Reaction SMILES: [CH2:41]1[O:42][CH2:43][CH2:44][CH2:45]1.[F:33][c:34]1[cH:35][cH:36][c:37]([SH:40])[cH:38][cH:39]1.[N:1]12[CH2:2][CH2:3][CH2:4][NH:5][C:6]1=[N:7][CH2:8][CH2:9][CH2:10]2.[c:11]1(-[n:17]2[n:18][cH:19][c:20]3[cH:21][c:22]([C:26]4([C:29]([F:30])([F:31])[F:32])[O:27][CH2:28]4)[cH:23][cH:24][c:25]23)[cH:12][cH:13][cH:14][cH:15][cH:16]1>>[c:11]1(-[n:17]2[n:18][cH:19][c:20]3[cH:21][c:22]([C:26]([OH:27])([CH2:28][S:40][c:37]4[cH:36][cH:35][c:34]([F:33])[cH:39][cH:38]4)[C:29]([F:30])([F:31])[F:32])[cH:23][cH:24][c:25]23)[cH:12][cH:13][cH:14][cH:15][cH:16]1. Starting materials: FC1=NC(=C2NC=NC2=N1)N (2-fluoroadenine), 2,3,5-tri-O-benzyl-1-α-D-arabinofuranosyl chloride, C(C1=CC=CC=C1)O[C@@H]1C(OC(C2=CC=C(C=C2)[N+](=O)[O-])=O)O[C@@H]([C@H]1OCC1=CC=CC=C1)COCC1=CC=CC=C1 (2,3,5-Tri-O-benzyl-1-O-p-nitrobenzoyl-D-arabinofuranose), C(C)(C)N(C(C)C)CC (N,N-diisopropylethylamine). Solvent: CN(C=O)C (N,N-dimethylformamide). Conditions: time 3 day. Product: C(C1=CC=CC=C1)O[C@@H]1[C@@H](O[C@@H]([C@H]1OCC1=CC=CC=C1)COCC1=CC=CC=C1)N1C2=NC(=NC(=C2N=C1)N)F (9-(2,3,5-Tri-O-benzyl-β-D-Arabinofuranosyl)-2-fluoroadenine). The yield is 21.5%. RXN SMILES: [F:1][C:2]1[N:10]=[C:9]2[C:5]([NH:6][CH:7]=[N:8]2)=[C:4]([NH2:11])[N:3]=1.[CH2:12]([O:19][C@H:20]1[C@H:36]([O:37][CH2:38][C:39]2[CH:44]=[CH:43][CH:42]=[CH:41][CH:40]=2)[C@@H:35]([CH2:45][O:46][CH2:47][C:48]2[CH:53]=[CH:52][CH:51]=[CH:50][CH:49]=2)[O:34][CH:21]1OC(=O)C1C=CC([N+]([O-])=O)=CC=1)[C:13]1[CH:18]=[CH:17][CH:16]=[CH:15][CH:14]=1.C(N(CC)C(C)C)(C)C>CN(C)C=O>[CH2:12]([O:19][C@H:20]1[C@H:36]([O:37][CH2:38][C:39]2[CH:40]=[CH:41][CH:42]=[CH:43][CH:44]=2)[C@@H:35]([CH2:45][O:46][CH2:47][C:48]2[CH:53]=[CH:52][CH:51]=[CH:50][CH:49]=2)[O:34][C@H:21]1[N:8]1[CH:7]=[N:6][C:5]2[C:9]1=[N:10][C:2]([F:1])=[N:3][C:4]=2[NH2:11])[C:13]1[CH:14]=[CH:15][CH:16]=[CH:17][CH:18]=1. Reported procedure: A mixture of 2-fluoroadenine (0.50 g), 2,3,5-tri-O-benzyl-1-α-D-arabinofuranosyl chloride (freshly prepared from 2.22 g of 2,3,5-Tri-O-benzyl-1-O-p-nitrobenzoyl-D-arabinofuranose) and N,N-diisopropylethylamine (0.56 mL) in anhydrous N,N-dimethylformamide (10 mL) was stirred at ambient temperature for 3 days under a nitrogen atmosphere. The mixture was then concentrated under high vacuum and the residue was partitioned between dichloromethane (200 mL) and water (25 mL). The organic phase was wash... Starting materials: NC1CN(CCC1)C(=O)OC(C)(C)C (tert-butyl 3-aminopiperidine-1-carboxylate), ClC1=CC=C(C(=N1)NC(OC(C)(C)C)=O)C(C(F)(F)F)=O (tert-Butyl [6-chloro-3-(trifluoroacetyl)pyridin-2-yl]carbamate), C(C)(C)N(CC)C(C)C (diisopropylethylamine). Run in CS(=O)C (DMSO), C(C)(=O)OCC (ethyl acetate). Conditions: temperature 90 celsius. Product: C(C)(C)(C)OC(=O)NC1=C(C=CC(=N1)NC1CN(CCC1)C(=O)OC(C)(C)C)C(C(F)(F)F)=O (tert-Butyl 3-({6-[(tert-butoxycarbonyl)amino]-5-(trifluoroacetyl)pyridin-2-yl}amino)piperidine-1-carboxylate). RXN SMILES: [NH2:1][CH:2]1[CH2:7][CH2:6][CH2:5][N:4]([C:8]([O:10][C:11]([CH3:14])([CH3:13])[CH3:12])=[O:9])[CH2:3]1.Cl[C:16]1[N:21]=[C:20]([NH:22][C:23](=[O:29])[O:24][C:25]([CH3:28])([CH3:27])[CH3:26])[C:19]([C:30](=[O:35])[C:31]([F:34])([F:33])[F:32])=[CH:18][CH:17]=1.C(N(C(C)C)CC)(C)C>CS(C)=O.C(OCC)(=O)C>[C:25]([O:24][C:23]([NH:22][C:20]1[N:21]=[C:16]([NH:1][CH:2]2[CH2:7][CH2:6][CH2:5][N:4]([C:8]([O:10][C:11]([CH3:14])([CH3:13])[CH3:12])=[O:9])[CH2:3]2)[CH:17]=[CH:18][C:19]=1[C:30](=[O:35])[C:31]([F:32])([F:33])[F:34])=[O:29])([CH3:28])([CH3:26])[CH3:27]. Procedure: 561 mg (2.8 mmol) of tert-butyl 3-aminopiperidine-1-carboxylate, 700 mg (2.16 mmol) of tert-butyl [6-chloro-3-(trifluoroacetyl)pyridin-2-yl]carbamate (Example 32A) and 0.56 ml (3.23 mmol) of diisopropylethylamine were suspended in 14 ml of DMSO and heated in a microwave reactor at 90° C. for 45 min. The reaction mixture was diluted with ethyl acetate (100 ml) and washed with saturated aqueous ammonium chloride solution (three times 40 ml) and then saturated aqueous sodium bicarbonate solution (4...